Dataset: the Open Reaction Database (ORD), a public repository of structured organic reaction records. Task: describe an organic reaction: reactants, conditions, products, and yield The reactants are O[C@@H]1CN(CC[C@H]1/N=C/C1=CC=C(C=C1)OC)C(=O)OC ((3R,4R)-methyl 3-hydroxy-4-((E)-(4-methoxybenzylidene)amino)piperidine-1-carboxylate), O (water), C(=O)(C(F)(F)F)O (TFA). Run in CO (MeOH). Run at temperature 50 celsius, time 8 hour. The product is N[C@H]1[C@@H](CN(CC1)C(=O)OC)O ((3R,4R)-methyl 4-amino-3-hydroxypiperidine-1-carboxylate). Yield: 97.5%. RXN SMILES: [OH:1][C@H:2]1[C@H:7](/[N:8]=C/C2C=CC(OC)=CC=2)[CH2:6][CH2:5][N:4]([C:18]([O:20][CH3:21])=[O:19])[CH2:3]1.O.C(O)(C(F)(F)F)=O>CO>[NH2:8][C@@H:7]1[CH2:6][CH2:5][N:4]([C:18]([O:20][CH3:21])=[O:19])[CH2:3][C@H:2]1[OH:1]. Procedure details: To a solution of (3R,4R)-methyl 3-hydroxy-4-((E)-(4-methoxybenzylidene)amino)piperidine-1-carboxylate (499 mg, 1.707 mmol) in MeOH (17 ml) was added water (1 ml, 55.5 mmol) and TFA (2 ml, 26.0 mmol). The reaction was stirred at 50° C. overnight. The reaction mixture was applied on a SCX column (Phenomenex, Strata XC) and eluted with 2N ammonia in methanol. The solvents removed to afford (3R,4R)-methyl 4-amino-3-hydroxypiperidine-1-carboxylate (290 mg). Starting materials: BrC1=NNC(=C1Br)Br (3,4,5-Tribromo-1H-pyrazole), CN(C)C=O (DMF), C(=O)([O-])[O-].[K+].[K+] (K2CO3), ClCC(=O)N1CCN(CC1)C1=CC=C(C=C1)F (2-Chloro-1-[4-(4-fluoro-phenyl)-piperazin-1-yl]-ethanone). The solvent is CCCCCC.C(C)(=O)OCC (hexane ethyl acetate). Product: FC1=CC=C(C=C1)N1CCN(CC1)C(CN1N=C(C(=C1Br)Br)Br)=O (1-[4-(4-Fluoro-phenyl)-piperazin-1-yl]-2-(3,4,5-tribromo-pyrazol-1-yl)-ethanone). As a reaction SMILES: [Br:1][C:2]1[C:6]([Br:7])=[C:5]([Br:8])[NH:4][N:3]=1.C([O-])([O-])=O.[K+].[K+].Cl[CH2:16][C:17]([N:19]1[CH2:24][CH2:23][N:22]([C:25]2[CH:30]=[CH:29][C:28]([F:31])=[CH:27][CH:26]=2)[CH2:21][CH2:20]1)=[O:18].CN(C=O)C>CCCCCC.C(OCC)(=O)C>[F:31][C:28]1[CH:27]=[CH:26][C:25]([N:22]2[CH2:21][CH2:20][N:19]([C:17](=[O:18])[CH2:16][N:3]3[C:2]([Br:1])=[C:6]([Br:7])[C:5]([Br:8])=[N:4]3)[CH2:24][CH2:23]2)=[CH:30][CH:29]=1 |f:1.2.3,6.7|. Reported procedure: Protocol T was followed using 3,4,5-Tribromo-1H-pyrazole, K2CO3, 2-Chloro-1-[4-(4-fluoro-phenyl)-piperazin-1-yl]-ethanone and DMF. Column chromatography using a solvent mixture (hexane/ethyl acetate=1/4) afforded the title compound as white solid. 1H NMR (400 MHz, CDCl3): 6.96-7.2 (m, 2H), 6.84-6.9 (m, 2H), 5.4 (s, 2H), 3.74-3.8 (m, 2H), 3.6-3.68 (m, 2H), 3.04-3.14 (m, 4H). 13C NMR (400 MHz, CDCl3): 164.4, 158, 156, 144.2, 128, 118.4, 118.2, 116, 100, 52.8, 50.2, 50.0, 46.0, 42.2. The reactants are C1COCCO1, CO, Cl, CC(C)(C)OC(=O)NNC(=O)c1cccc(F)n1. The product is NNC(=O)c1cccc(F)n1. RXN SMILES: [CH2:20]1[O:21][CH2:22][CH2:23][O:24][CH2:25]1.[CH3:26][OH:27].[ClH:19].[F:1][c:2]1[cH:3][cH:4][cH:5][c:6]([C:8](=[O:9])[NH:10][NH:11][C:12]([O:13][C:14]([CH3:15])([CH3:16])[CH3:17])=[O:18])[n:7]1>>[F:1][c:2]1[cH:3][cH:4][cH:5][c:6]([C:8](=[O:9])[NH:10][NH2:11])[n:7]1. The reactants are resultant mixture, O (Water), SC1=NC=CC=C1 (2-mercaptopyridine), [H-].[Na+] (NaH), BrC1=CC=C(C=N1)C=O (6-Bromo-3-pyridine carboxaldehyde). The solvent is CCOC(=O)C (EtOAc), CN(C)C=O (DMF). Conditions: time 15 minute. Yields the product N1=C(C=CC=C1)SC1=CC=C(C=N1)C=O (6-(Pyridin-2-ylsulfanyl)-pyridine-3-carbaldehyde). Yield: 89.5%. RXN SMILES: [SH:1][C:2]1[CH:7]=[CH:6][CH:5]=[CH:4][N:3]=1.[H-].[Na+].Br[C:11]1[N:16]=[CH:15][C:14]([CH:17]=[O:18])=[CH:13][CH:12]=1.O>CN(C=O)C.CCOC(C)=O>[N:3]1[CH:4]=[CH:5][CH:6]=[CH:7][C:2]=1[S:1][C:11]1[N:16]=[CH:15][C:14]([CH:17]=[O:18])=[CH:13][CH:12]=1 |f:1.2|. Procedure details: To a solution of 2-mercaptopyridine (6.39 g, 57.4 mmol) in DMF (100 mL) was added NaH (60% dispersion in oil, 2.29 g, 57.2 mmol) in portions and the mixture was stirred for 15 min. 6-Bromo-3-pyridine carboxaldehyde (9.28 g, 49.9 mmol) was added and the resultant mixture was stirred for 1 h. Water was added followed by the addition of EtOAc. The phases were separated and the aqueous layer was extracted with EtOAc (2×). The organic extracts were combined, dried over Na2SO4, filtered and concentrat... Starting materials: CC1(CCC(CC1)C=1SC=2N=C(N=C(C2N1)CN1[C@@H]2CN([C@H](C1)C2)C(=O)OC(C)(C)C)C)C (tert-butyl (1S,4S)-5-{[2-(4,4-dimethylcyclohexyl)-5-methyl[1,3]thiazolo[5,4-d]pyrimidin-7-yl]methyl}-2,5-diazabicyclo[2.2.1]heptane-2-carboxylate), FC(C(=O)O)(F)F (trifluoroacetic acid), C([O-])(O)=O.[Na+] (sodium bicarbonate). The solvent is C(Cl)Cl (DCM). Conditions: time 2 hour. Product: [C@@H]12N(C[C@@H](NC1)C2)CC=2C1=C(N=C(N2)C)SC(=N1)C1CCC(CC1)(C)C (7-[(1S,4S)-2,5-diazabicyclo[2.2.1]hept-2-ylmethyl]-2-(4,4-dimethylcyclohexyl)-5-methyl[1,3]thiazolo[5,4-d]pyrimidine). Yield: 88.5%. RXN SMILES: [CH3:1][C:2]1([CH3:33])[CH2:7][CH2:6][CH:5]([C:8]2[S:9][C:10]3[N:11]=[C:12]([CH3:32])[N:13]=[C:14]([CH2:17][N:18]4[CH2:23][C@@H:22]5[CH2:24][C@H:19]4[CH2:20][N:21]5C(OC(C)(C)C)=O)[C:15]=3[N:16]=2)[CH2:4][CH2:3]1.FC(F)(F)C(O)=O.C(=O)(O)[O-].[Na+]>C(Cl)Cl>[C@H:19]12[CH2:24][C@H:22]([NH:21][CH2:20]1)[CH2:23][N:18]2[CH2:17][C:14]1[C:15]2[N:16]=[C:8]([CH:5]3[CH2:6][CH2:7][C:2]([CH3:33])([CH3:1])[CH2:3][CH2:4]3)[S:9][C:10]=2[N:11]=[C:12]([CH3:32])[N:13]=1 |f:2.3|. Reported procedure: To tert-butyl (1S,4S)-5-{[2-(4,4-dimethylcyclohexyl)-5-methyl[1,3]thiazolo[5,4-d]pyrimidin-7-yl]methyl}-2,5-diazabicyclo[2.2.1]heptane-2-carboxylate (476 mg) and DCM (10 mL) was added trifluoroacetic acid (2.0 mL), followed by stirring at room temperature for 2 hours. To the reaction mixture was added saturated aqueous sodium bicarbonate, followed by extraction with EtOAc. The organic layer was washed with brine, dried over Na2SO4, and then concentrated under reduced pressure. The residue was pu... Starting materials: COC=1C=C(C(=O)Cl)C=CC1OC (3,4-dimethoxybenzoyl chloride), C(C1=CC=CC=C1)OC=1C=CC2=C(SC(=C2)N(C)C)C1 (6-benzyloxy-2-(dimethylamino)benzo[b]thiophene). Solvent: ClC1=CC=CC=C1 (chlorobenzene). Conditions: temperature 110 celsius, time 17 hour. Yields the product COC=1C=C(C=CC1OC)C(=O)C=1C2=C(SC1N(C)C)C=C(C=C2)OCC2=CC=CC=C2 (6-Benzyloxy-2-(dimethylamino)benzo[b]thiophen-3-yl 3,4-Dimethoxyphenyl Ketone). The yield is 75.6%. Reaction SMILES: [CH3:1][O:2][C:3]1[CH:4]=[C:5]([CH:9]=[CH:10][C:11]=1[O:12][CH3:13])[C:6](Cl)=[O:7].[CH2:14]([O:21][C:22]1[CH:23]=[CH:24][C:25]2[CH:29]=[C:28]([N:30]([CH3:32])[CH3:31])[S:27][C:26]=2[CH:33]=1)[C:15]1[CH:20]=[CH:19][CH:18]=[CH:17][CH:16]=1>ClC1C=CC=CC=1>[CH3:1][O:2][C:3]1[CH:4]=[C:5]([C:6]([C:29]2[C:25]3[CH:24]=[CH:23][C:22]([O:21][CH2:14][C:15]4[CH:20]=[CH:19][CH:18]=[CH:17][CH:16]=4)=[CH:33][C:26]=3[S:27][C:28]=2[N:30]([CH3:32])[CH3:31])=[O:7])[CH:9]=[CH:10][C:11]=1[O:12][CH3:13]. Procedure details: To a solution of 3,4-dimethoxybenzoyl chloride (1.250 g, 6.231 mmol) in 18 miL of chlorobenzene was added 6-benzyloxy-2-(dimethylamino)benzo[b]thiophene (Part B) (1.059 g, 3.738 mmol). The dark blue reaction mixture was then heated to 110° C. and stirred for 17 h by which time the solution turned to brown. The brown solution was then quenched at 0° C. with 30 mL of saturated aqueous NaHCO3 solution and extracted with EtOAc (2×200 mL). The combined organic layers were washed with 200 mL with brin...